From a dataset of the Open Reaction Database (ORD), a public repository of structured organic reaction records. describe an organic reaction: reactants, conditions, products, and yield Reaction SMILES: Cl[C:2]1[C:3]([NH2:8])=[N:4][CH:5]=[CH:6][N:7]=1.[O:9]([C:16]1[CH:21]=[CH:20][C:19](B(O)O)=[CH:18][CH:17]=1)[C:10]1[CH:15]=[CH:14][CH:13]=[CH:12][CH:11]=1.C(=O)([O-])[O-].[Na+].[Na+].CCOC(C)=O>COCCOC.O.C1C=CC([P]([Pd]([P](C2C=CC=CC=2)(C2C=CC=CC=2)C2C=CC=CC=2)([P](C2C=CC=CC=2)(C2C=CC=CC=2)C2C=CC=CC=2)[P](C2C=CC=CC=2)(C2C=CC=CC=2)C2C=CC=CC=2)(C2C=CC=CC=2)C2C=CC=CC=2)=CC=1>[O:9]([C:16]1[CH:17]=[CH:18][C:19]([C:2]2[C:3]([NH2:8])=[N:4][CH:5]=[CH:6][N:7]=2)=[CH:20][CH:21]=1)[C:10]1[CH:15]=[CH:14][CH:13]=[CH:12][CH:11]=1 |f:2.3.4,^1:47,49,68,87|. Product: O(C1=CC=CC=C1)C1=CC=C(C=C1)C=1C(=NC=CN1)N (3-(4-phenoxyphenyl)pyrazin-2-amine). Run in COCCOC (DME), O (water), O (water). Reagents/catalysts: C=1C=CC(=CC1)[P](C=2C=CC=CC2)(C=3C=CC=CC3)[Pd]([P](C=4C=CC=CC4)(C=5C=CC=CC5)C=6C=CC=CC6)([P](C=7C=CC=CC7)(C=8C=CC=CC8)C=9C=CC=CC9)[P](C=1C=CC=CC1)(C=1C=CC=CC1)C=1C=CC=CC1 (Tetrakis(triphenylphosphine)palladium(0)). Conditions: temperature 80 celsius, time 4 hour. Isolated yield 96.9%. Starting materials: ClC=1C(=NC=CN1)N (3-chloropyrazin-2-amine), O(C1=CC=CC=C1)C1=CC=C(C=C1)B(O)O (4-phenoxyphenylboronic acid), C([O-])([O-])=O.[Na+].[Na+] (sodium carbonate), CCOC(=O)C (EtOAc). Reported procedure: Tetrakis(triphenylphosphine)palladium(0) (0.268 g) was added to a suspension of 3-chloropyrazin-2-amine (1.00 g), 4-phenoxyphenylboronic acid (2.15 g) and sodium carbonate (1.64 g) in DME (37.5 mL) and water (7.5 mL) and the mixture was stirred at 80° C. under N2 for 4 hr. The reaction mixture was added with water and EtOAc. The organic layer was separated, washed with brine, dried over anhydrous magnesium sulfate and concentrated in vacuo. The residue was purified by column chromatography (sili... Reactants: COC1=NC=C(C=C1[N+](=O)[O-])C (2-methoxy-5-methyl-3-nitro-pyridine), C(C1=CC=CC=C1)(=O)OOC(C1=CC=CC=C1)=O (benzoyl peroxide), BrN1C(CCC1=O)=O (N-bromosuccinimide). Product: BrCC=1C=C(C(=NC1)OC)[N+](=O)[O-] (5-(Bromomethyl)-2-methoxy-3-nitropyridine). Reaction SMILES: [CH3:1][O:2][C:3]1[C:8]([N+:9]([O-:11])=[O:10])=[CH:7][C:6]([CH3:12])=[CH:5][N:4]=1.C(OOC(=O)C1C=CC=CC=1)(=O)C1C=CC=CC=1.[Br:31]N1C(=O)CCC1=O>C(Cl)(Cl)(Cl)Cl>[Br:31][CH2:12][C:6]1[CH:7]=[C:8]([N+:9]([O-:11])=[O:10])[C:3]([O:2][CH3:1])=[N:4][CH:5]=1. The solvent is C(Cl)(Cl)(Cl)Cl (carbon tetrachloride). Procedure details: To a well stirred solution of 2-methoxy-5-methyl-3-nitro-pyridine (8.4 g, 0.05 mol) in carbon tetrachloride (100 mL), benzoyl peroxide (3.5 g, 0.015 mol) and N-bromosuccinimide (17.8 g, 0.1 mol) were added. The reaction mixture was heated at reflux for 48 h under N2 atmosphere. After cooling, the mixture was evaporated. The residue was diluted with saturated aq. Na2CO3 (200 mL) and extracted (3×50 mL CH2Cl2). The combined extracts were washed with brine, dried on MgSO4, and filtered to yield an ... Isolated yield 67.2%. Starting materials: O=C1OCC=C1CSC=1CS[C@H]2N(C1C(=O)OC(C1=CC=CC=C1)C1=CC=CC=C1)C([C@H]2NC(CC2=CC=CC=C2)=O)=O (Diphenylmethyl 3-(2,5-dihydro-2-oxofuran-3-yl-methylthio)-7β-phenylacetamidoceph-3-em-4-carboxylate), CN1CCOCC1 (N-methylmorpholine). The solvent is ClCCl (dichloromethane). Run at temperature -30 celsius, time 30 minute. The product is N[C@H]1[C@@H]2N(C(=C(CS2)SCC=2C(OCC2)=O)C(=O)OC(C2=CC=CC=C2)C2=CC=CC=C2)C1=O (Diphenylmethyl 7β-Amino-3-(2,5-dihydro-2-oxofuran-3-ylmethylthio)ceph-3-em-4-carboxylate). Yield: 89.6%. As a reaction SMILES: [O:1]=[C:2]1[C:6]([CH2:7][S:8][C:9]2[CH2:10][S:11][C@@H:12]3[C@H:32]([NH:33]C(=O)CC4C=CC=CC=4)[C:31](=[O:43])[N:13]3[C:14]=2[C:15]([O:17][CH:18]([C:25]2[CH:30]=[CH:29][CH:28]=[CH:27][CH:26]=2)[C:19]2[CH:24]=[CH:23][CH:22]=[CH:21][CH:20]=2)=[O:16])=[CH:5][CH2:4][O:3]1.CN1CCOCC1>ClCCl>[NH2:33][C@@H:32]1[C:31](=[O:43])[N:13]2[C:14]([C:15]([O:17][CH:18]([C:19]3[CH:24]=[CH:23][CH:22]=[CH:21][CH:20]=3)[C:25]3[CH:30]=[CH:29][CH:28]=[CH:27][CH:26]=3)=[O:16])=[C:9]([S:8][CH2:7][C:6]3[C:2](=[O:1])[O:3][CH2:4][CH:5]=3)[CH2:10][S:11][C@H:12]12. Procedure: Diphenylmethyl 3-(2,5-dihydro-2-oxofuran-3-yl-methylthio)-7β-phenylacetamidoceph-3-em-4-carboxylate (0.83g) was dissolved in dichloromethane (11 ml) and treated with N-methylmorpholine (298μl). The atmosphere was purged with argon and the mixture cooled to -30° C. A solution of phosphorus pentachloride in dichloromethane (10.6 ml of 40 mg ml-1 solution) was added and the reaction stirred at approximately -20° C. for 30 min. Methanol (2.7 ml) was added and the reaction allowed to warm to room tem... Starting materials: ClC(C(C)C)C=1C(=NC=NC1)C(F)(F)F (5-(1-chloro-2-methylpropyl)-4-trifluoromethylpyrimidine), CN (methylamine). The solvent is C(C)(C)O (isopropyl alcohol). Run at time 8 hour. The product is CNC(C(C)C)C=1C(=NC=NC1)C(F)(F)F (5-(1-(N-methylamino)-2-methylpropyl]-4-trifluoromethylpyrimidine). Isolated yield 77.0%. As a reaction SMILES: Cl[CH:2]([C:6]1[C:7]([C:12]([F:15])([F:14])[F:13])=[N:8][CH:9]=[N:10][CH:11]=1)[CH:3]([CH3:5])[CH3:4].[CH3:16][NH2:17]>C(O)(C)C>[CH3:16][NH:17][CH:2]([C:6]1[C:7]([C:12]([F:15])([F:14])[F:13])=[N:8][CH:9]=[N:10][CH:11]=1)[CH:3]([CH3:5])[CH3:4]. Reported procedure: 4.5 g (19 mmol) of 5-(1-chloro-2-methylpropyl)-4-trifluoromethylpyrimidine was dissolved in 50 ml of isopropyl alcohol, and 10 ml (161 mmol) of a 50% methylamine aqueous solution was added, followed by stirring at room temperature for 8 hours. The solvent was distilled off under reduced pressure, and 100 ml of water was added, followed by extraction with ethyl acetate. The obtained organic layer was washed with water and then dried over anhydrous magnesium sulfate. Ethyl acetate was distilled of... Starting materials: NC=1C=C(C=CC1)N1C(C(NC=2C3=C(C=CC12)CCCC3)=O)=O (4-(3-Aminophenyl)-1,4,7,8,9,10-hexahydrobenzo[f]quinoxaline-2,3-dione), C1(=CC=CC2=CC=CC=C12)S(=O)(=O)Cl (1-naphthalenesulfonyl chloride). Yields the product O=C1C(N(C=2C=CC3=C(C2N1)CCCC3)C=3C=C(C=CC3)NS(=O)(=O)C3=CC=CC1=CC=CC=C31)=O (N-[3-(2,3-Dioxo-2,3,7,8,9,10-hexahydro-1H-benzo[f]quinoxalin-4-yl)phenyl]-1-naphthalenesulfonamide). Isolated yield 29.0%. Reaction SMILES: [NH2:1][C:2]1[CH:3]=[C:4]([N:8]2[C:17]3[CH:16]=[CH:15][C:14]4[CH2:18][CH2:19][CH2:20][CH2:21][C:13]=4[C:12]=3[NH:11][C:10](=[O:22])[C:9]2=[O:23])[CH:5]=[CH:6][CH:7]=1.[C:24]1([S:34](Cl)(=[O:36])=[O:35])[C:33]2[C:28](=[CH:29][CH:30]=[CH:31][CH:32]=2)[CH:27]=[CH:26][CH:25]=1>>[O:22]=[C:10]1[NH:11][C:12]2[C:13]3[CH2:21][CH2:20][CH2:19][CH2:18][C:14]=3[CH:15]=[CH:16][C:17]=2[N:8]([C:4]2[CH:3]=[C:2]([NH:1][S:34]([C:24]3[C:33]4[C:28](=[CH:29][CH:30]=[CH:31][CH:32]=4)[CH:27]=[CH:26][CH:25]=3)(=[O:36])=[O:35])[CH:7]=[CH:6][CH:5]=2)[C:9]1=[O:23]. Procedure details: 4-(3-Aminophenyl)-1,4,7,8,9,10-hexahydrobenzo[f]quinoxaline-2,3-dione (30 mg, 0.097 mmol) and 1-naphthalenesulfonyl chloride (33 mg, 0.146 mmol) were used in a process similar to Example 9 to give the titled compound (a white crystal, 14 mg, yield 29%).